From a dataset of the Open Reaction Database (ORD), a public repository of structured organic reaction records. describe an organic reaction: reactants, conditions, products, and yield Starting materials: O=C([O-])[O-], O=C(O)c1cc(OCc2ccccc2)ccc1O, COS(=O)(=O)OC, CCO, Cl, [K+], [K+], [Na+], [OH-], O. Product: COc1ccc(OCc2ccccc2)cc1C(=O)O. RXN SMILES: [C:1](=[O:2])([O-:3])[O-:4].[CH2:7]([c:8]1[cH:9][cH:10][cH:11][cH:12][cH:13]1)[O:14][c:15]1[cH:16][cH:17][c:18]([OH:24])[c:19]([C:20](=[O:21])[OH:22])[cH:23]1.[CH3:25][O:26][S:27]([O:28][CH3:29])(=[O:30])=[O:31].[CH3:36][CH2:37][OH:38].[ClH:34].[K+:5].[K+:6].[Na+:33].[OH-:32].[OH2:35]>>[CH3:1][O:24][c:18]1[cH:17][cH:16][c:15]([O:14][CH2:7][c:8]2[cH:9][cH:10][cH:11][cH:12][cH:13]2)[cH:23][c:19]1[C:20](=[O:21])[OH:22]. The reactants are CCOC(=O)c1cnc2nc(S)nn2c1O, Cl, [Na+], [OH-], O. Yields the product O=C(O)c1cnc2nc(S)nn2c1O. As a reaction SMILES: [CH2:1]([CH3:2])[O:3][C:4](=[O:5])[c:6]1[cH:7][n:8][c:9]2[n:10]([c:11]1[OH:12])[n:13][c:14]([SH:16])[n:15]2.[ClH:19].[Na+:18].[OH-:17].[OH2:20]>>[O:3]=[C:4]([OH:5])[c:6]1[cH:7][n:8][c:9]2[n:10]([c:11]1[OH:12])[n:13][c:14]([SH:16])[n:15]2. As a reaction SMILES: [NH2:1][CH2:2][C:3]1[C:12](=[O:13])[C:11]2[C:6](=[CH:7][C:8]([Cl:14])=[CH:9][CH:10]=2)[N:5]([C:15]2[CH:20]=[CH:19][CH:18]=[CH:17][CH:16]=2)[CH:4]=1.[CH3:21][N:22]1[CH:27]=[CH:26][C:25]([C:28](O)=[O:29])=[CH:24][C:23]1=[O:31]>>[Cl:14][C:8]1[CH:7]=[C:6]2[C:11]([C:12](=[O:13])[C:3]([CH2:2][NH:1][C:28]([C:25]3[CH:26]=[CH:27][N:22]([CH3:21])[C:23](=[O:31])[CH:24]=3)=[O:29])=[CH:4][N:5]2[C:15]2[CH:16]=[CH:17][CH:18]=[CH:19][CH:20]=2)=[CH:10][CH:9]=1. Reported procedure: Methyl-2-oxo-1,2-dihydro-pyridine-4-carboxylic acid (7-chloro-4-oxo-1-phenyl-1,4-dihydro-quinolin-3-ylmethyl)-amide was prepared starting from intermediate D and 1-methyl-2-oxo-1,2-dihydro-pyridine-4-carboxylic acid. MS calcd. for C23H19ClN3O3 [(M+H)+] 420.1, obsd. 420.0. The product is ClC1=CC=C2C(C(=CN(C2=C1)C1=CC=CC=C1)CNC(=O)C1=CC(N(C=C1)C)=O)=O (Methyl-2-oxo-1,2-dihydro-pyridine-4-carboxylic acid (7-chloro-4-oxo-1-phenyl-1,4-dihydro-quinolin-3-ylmethyl)-amide). Reactants: NCC1=CN(C2=CC(=CC=C2C1=O)Cl)C1=CC=CC=C1 (3-(aminomethyl)-7-chloro-1-phenylquinolin-4(1H)-one), CN1C(C=C(C=C1)C(=O)O)=O (1-methyl-2-oxo-1,2-dihydro-pyridine-4-carboxylic acid). The reactants are [H-].[Na+] (sodium hydride), ClC1=NC=C(C=C1)[N+](=O)[O-] (2-chloro-5-nitropyridine), CN(CCO)C (2-(dimethylamino)ethanol). Solvent: O1CCCC1 (tetrahydrofuran), O1CCCC1 (tetrahydrofuran). Conditions: time 16 hour. Product: [N+](=O)([O-])C=1C=CC(=NC1)OCCN(C)C (2-(5-nitropyridin-2-yloxy)-N,N-dimethylethanamine). As a reaction SMILES: [H-].[Na+].Cl[C:4]1[CH:9]=[CH:8][C:7]([N+:10]([O-:12])=[O:11])=[CH:6][N:5]=1.[CH3:13][N:14]([CH3:18])[CH2:15][CH2:16][OH:17]>O1CCCC1>[N+:10]([C:7]1[CH:8]=[CH:9][C:4]([O:17][CH2:16][CH2:15][N:14]([CH3:18])[CH3:13])=[N:5][CH:6]=1)([O-:12])=[O:11] |f:0.1|. Reported procedure: To a mixture of sodium hydride (189 mg, 4.73 mmol) in anhydrous tetrahydrofuran (2 mL) at 0° C. a solution of 2-chloro-5-nitropyridine (500 mg, 3.16 mmol) and 2-(dimethylamino)ethanol (353 mg, 3.96 mmol) in anhydrous tetrahydrofuran (4 mL) was added dropwise. The reaction was warmed to room temperature and stirred for 16 h. The THF was evaporated, and water (100 mL) and EtOAc (200 mL) were added. The aqueous layer was extracted with EtOAc (200 mL), and the organic layers combined, washed with br...